From a dataset of the Open Reaction Database (ORD), a public repository of structured organic reaction records. describe an organic reaction: reactants, conditions, products, and yield Reactants: NN (hydrazine), FC1=CC=C(C=C1)CC(=O)Cl (2-(4-fluorophenyl)acetyl chloride), C(=O)(O)[O-].[Na+] (NaHCO3). The solvent is C(Cl)Cl (CH2Cl2), C(Cl)Cl (CH2Cl2). Conditions: time 45 minute. Product: FC1=CC=C(C=C1)CC(=O)NN (2-(4-Fluorophenyl)acetohydrazide). Yield: 125.3%. Reaction SMILES: [NH2:1][NH2:2].[F:3][C:4]1[CH:9]=[CH:8][C:7]([CH2:10][C:11](Cl)=[O:12])=[CH:6][CH:5]=1.C([O-])(O)=O.[Na+]>C(Cl)Cl>[F:3][C:4]1[CH:9]=[CH:8][C:7]([CH2:10][C:11]([NH:1][NH2:2])=[O:12])=[CH:6][CH:5]=1 |f:2.3|. Procedure details: To a solution of hydrazine (0.46 mL, 14.49 mmol, 2.5 equiv) in CH2Cl2 (29 mL) was added slowly over 30 sec 2-(4-fluorophenyl)acetyl chloride (0.79 mL, 5.79 mmol, 1.0 equiv). Slight warming of the mixture and white precipitate were observed. After stirring 45 min, the mixture was poured into a saturated aqueous solution of NaHCO3, layered with CH2Cl2 forming a thick emulsion. This emulsion was filtered through a medium glass frit to give a biphasic homogenous solution. This was extracted with CH2...